This data is from the Open Reaction Database (ORD), a public repository of structured organic reaction records. The task is: describe an organic reaction: reactants, conditions, products, and yield Reactants: C(=O)(O)C1=CC=C(C=C1)N1N=C(C=C1C1=CC=C(C=C1)S(=O)(=O)C)C(=O)OCC (ethyl 1-(4-carboxyphenyl)-5-[4-(methylsulfonyl)phenyl]pyrazole-3-carboxylate), C[O-].[Na+] (sodium methoxide), C(=O)N (formamide), ice water, Cl (hydrochloric acid). Run at temperature 45 celsius, time 3 hour. The product is C(=O)(O)C1=CC=C(C=C1)N1N=C(C=C1C1=CC=C(C=C1)S(=O)(=O)C)C(=O)N (1-(4-carboxyphenyl)-5-[4-(methylsulfonyl)phenyl]-pyrazole-3-carboxamide). Reaction SMILES: [C:1]([C:4]1[CH:9]=[CH:8][C:7]([N:10]2[C:14]([C:15]3[CH:20]=[CH:19][C:18]([S:21]([CH3:24])(=[O:23])=[O:22])=[CH:17][CH:16]=3)=[CH:13][C:12]([C:25](OCC)=[O:26])=[N:11]2)=[CH:6][CH:5]=1)([OH:3])=[O:2].C[O-].[Na+].Cl.C([NH2:36])=O>>[C:1]([C:4]1[CH:5]=[CH:6][C:7]([N:10]2[C:14]([C:15]3[CH:20]=[CH:19][C:18]([S:21]([CH3:24])(=[O:22])=[O:23])=[CH:17][CH:16]=3)=[CH:13][C:12]([C:25]([NH2:36])=[O:26])=[N:11]2)=[CH:8][CH:9]=1)([OH:3])=[O:2] |f:1.2|. Procedure: A mixture of ethyl 1-(4-carboxyphenyl)-5-[4-(methylsulfonyl)phenyl]pyrazole-3-carboxylate (3.9 g) and sodium methoxide (3 g) in formamide (40 ml) was stirred at 45° C. for 3 hours. The mixture was poured into a mixture of ice-water and hydrochloric acid. The precipitates were collected, washed with water, and dried to give crystals of 1-(4-carboxyphenyl)-5-[4-(methylsulfonyl)phenyl]-pyrazole-3-carboxamide (3.2 g).